Dataset: the Open Reaction Database (ORD), a public repository of structured organic reaction records. Task: describe an organic reaction: reactants, conditions, products, and yield Reactants: COC(C1=C(C=C(C=C1)NC(=O)[C@@H]1N[C@H]([C@]([C@H]1C1=C(C(=CC=C1)Cl)F)(C#N)C1=C(C=C(C=C1)Cl)F)CC(C)(C)C)C)=O (rac 4-{[(2R,3S,4R,5S)-3-(3-Chloro-2-fluoro-phenyl)-4-(4-chloro-2-fluoro-phenyl)-4-cyano-5-(2,2-dimethyl-propyl)-pyrrolidine-2-carbonyl]-amino}-2-methyl-benzoic acid methyl ester), [OH-].[Na+] (NaOH). Solvent: CO (MeOH). Run at temperature 50 celsius, time 3 hour. The product is ClC=1C(=C(C=CC1)[C@H]1[C@@H](N[C@H]([C@]1(C#N)C1=C(C=C(C=C1)Cl)F)CC(C)(C)C)C(=O)NC1=CC(=C(C(=O)O)C=C1)C)F (rac 4-{[(2R,3S,4R,5S)-3-(3-Chloro-2-fluoro-phenyl)-4-(4-chloro-2-fluoro-phenyl)-4-cyano-5-(2,2-dimethyl-propyl)-pyrrolidine-2-carbonyl]-amino}-2-methyl-benzoic acid). As a reaction SMILES: C[O:2][C:3](=[O:42])[C:4]1[CH:9]=[CH:8][C:7]([NH:10][C:11]([C@H:13]2[C@H:17]([C:18]3[CH:23]=[CH:22][CH:21]=[C:20]([Cl:24])[C:19]=3[F:25])[C@:16]([C:28]3[CH:33]=[CH:32][C:31]([Cl:34])=[CH:30][C:29]=3[F:35])([C:26]#[N:27])[C@H:15]([CH2:36][C:37]([CH3:40])([CH3:39])[CH3:38])[NH:14]2)=[O:12])=[CH:6][C:5]=1[CH3:41].[OH-].[Na+]>CO>[Cl:24][C:20]1[C:19]([F:25])=[C:18]([C@@H:17]2[C@:16]([C:28]3[CH:33]=[CH:32][C:31]([Cl:34])=[CH:30][C:29]=3[F:35])([C:26]#[N:27])[C@H:15]([CH2:36][C:37]([CH3:38])([CH3:39])[CH3:40])[NH:14][C@H:13]2[C:11]([NH:10][C:7]2[CH:8]=[CH:9][C:4]([C:3]([OH:42])=[O:2])=[C:5]([CH3:41])[CH:6]=2)=[O:12])[CH:23]=[CH:22][CH:21]=1 |f:1.2|. Procedure: rac 4-{[(2R,3S,4R,5S)-3-(3-Chloro-2-fluoro-phenyl)-4-(4-chloro-2-fluoro-phenyl)-4-cyano-5-(2,2-dimethyl-propyl)-pyrrolidine-2-carbonyl]-amino}-2-methyl-benzoic acid methyl ester (82 mg) was dissolved in MeOH (10 mL) with help of slight heating. To the stirred solution was added NaOH (1N, 2 mL) and the mixture was stirred for 3 hrs at 50° C. The solvent was removed and the residue was treated with 1 N HCl to make the mixture acidic. The white suspension was extracted with EtOAc (3×10 mL) and the ... Reactants: CC1=NC(NC(C1)(C)C)(C)C (acetonine), CC(=O)C (acetone), C(C)O (ethanol). Run in C(C)(=O)O (acetic acid). Conditions: temperature 60 celsius. The product is CC1(CC(=O)CC(N1)(C)C)C (triacetonamine). The yield is 89.5%. As a reaction SMILES: [CH3:1][C:2]1[CH2:7][C:6]([CH3:9])([CH3:8])[NH:5][C:4]([CH3:11])([CH3:10])N=1.CC(C)=[O:14].C(O)C>C(O)(=O)C>[CH3:10][C:4]1([CH3:11])[NH:5][C:6]([CH3:9])([CH3:8])[CH2:7][C:2](=[O:14])[CH2:1]1. Procedure: A solution of 6.3 g. of acetonine in a mixed solvent comprising 20 g. of acetone and 2 g. of ethanol was added with 0.5 g. of acetic acid. The mixture was heated at 60°C. for 10 hours in a sealed equipment to effect the reaction. After completion of the reaction, the reaction mixture was purified in the same manner as in Example 1 to obtain triacetonamine in a yield of 89.5%. Starting materials: CCc1nnn(C2CC(n3cnc4c(NCC(c5ccc(O)cc5)c5ccc(O)cc5)nc(N5CCC(N)C5)nc43)C(O)C2O)n1, CCc1nnn(C2CC(n3cnc4c(NCC(c5ccccc5)c5ccccc5)nc(N5CCC(NC(=O)Nc6cccnc6)C5)nc43)C(O)C2O)n1. Yields the product CCc1nnn(C2CC(n3cnc4c(NCC(c5ccc(O)cc5)c5ccc(O)cc5)nc(N5CCC(NC(=O)Nc6cccnc6)C5)nc43)C(O)C2O)n1. Reaction SMILES: [NH2:1][CH:2]1[CH2:3][N:4]([c:7]2[n:8][c:9]([NH:30][CH2:31][CH:32]([c:33]3[cH:34][cH:35][c:36]([OH:39])[cH:37][cH:38]3)[c:40]3[cH:41][cH:42][c:43]([OH:46])[cH:44][cH:45]3)[c:10]3[n:11][cH:12][n:13]([CH:16]4[CH:17]([OH:29])[CH:18]([OH:28])[CH:19]([n:21]5[n:22][c:23]([CH2:26][CH3:27])[n:24][n:25]5)[CH2:20]4)[c:14]3[n:15]2)[CH2:5][CH2:6]1.[c:47]1([CH:48]([c:49]2[cH:50][cH:51][cH:52][cH:53][cH:54]2)[CH2:55][NH:56][c:57]2[n:58][c:59]([N:60]3[CH2:61][CH2:62][CH:63]([NH:64][C:71](=[O:72])[NH:73][c:74]4[cH:75][n:76][cH:77][cH:78][cH:79]4)[CH2:65]3)[n:66][c:67]3[c:68]2[n:69][cH:70][n:80]3[CH:81]2[CH2:82][CH:83]([n:84]3[n:85][n:86][c:87]([CH2:88][CH3:89])[n:90]3)[CH:91]([OH:92])[CH:93]2[OH:94])[cH:95][cH:96][cH:97][cH:98][cH:99]1>>[NH:1]([CH:2]1[CH2:3][N:4]([c:7]2[n:8][c:9]([NH:30][CH2:31][CH:32]([c:33]3[cH:34][cH:35][c:36]([OH:39])[cH:37][cH:38]3)[c:40]3[cH:41][cH:42][c:43]([OH:46])[cH:44][cH:45]3)[c:10]3[n:11][cH:12][n:13]([CH:16]4[CH:17]([OH:29])[CH:18]([OH:28])[CH:19]([n:21]5[n:22][c:23]([CH2:26][CH3:27])[n:24][n:25]5)[CH2:20]4)[c:14]3[n:15]2)[CH2:5][CH2:6]1)[C:71](=[O:72])[NH:73][c:74]1[cH:75][n:76][cH:77][cH:78][cH:79]1.